Dataset: the Open Reaction Database (ORD), a public repository of structured organic reaction records. Task: describe an organic reaction: reactants, conditions, products, and yield The reactants are O=c1ccc2cc(-c3ccc(Cl)cc3)ccc2[nH]1, N, O, O=P(Br)(Br)Br. Yields the product Clc1ccc(-c2ccc3nc(Br)ccc3c2)cc1. Reaction SMILES: [Cl:6][c:7]1[cH:8][cH:9][c:10](-[c:13]2[cH:14][c:15]3[cH:16][cH:17][c:18](=[O:23])[nH:19][c:20]3[cH:21][cH:22]2)[cH:11][cH:12]1.[NH3:24].[OH2:25].[P:1]([Br:2])([Br:3])([Br:4])=[O:5]>>[Br:3][c:18]1[cH:17][cH:16][c:15]2[cH:14][c:13](-[c:10]3[cH:9][cH:8][c:7]([Cl:6])[cH:12][cH:11]3)[cH:22][cH:21][c:20]2[n:19]1. Reactants: Cc1ccccc1, CC(C)(C)OC(=O)N1CCC2(CCC(=O)c3ccccc32)CC1, CC(N)c1ccccc1. The product is CC(N=C1CCC2(CCN(C(=O)OC(C)(C)C)CC2)c2ccccc21)c1ccccc1. Reaction SMILES: [CH3:33][c:34]1[cH:35][cH:36][cH:37][cH:38][cH:39]1.[O:1]=[C:2]1[CH2:3][CH2:4][C:5]2([c:6]3[cH:7][cH:8][cH:9][cH:10][c:11]31)[CH2:12][CH2:13][N:14]([C:17](=[O:18])[O:19][C:20]([CH3:21])([CH3:22])[CH3:23])[CH2:15][CH2:16]2.[c:24]1([CH:30]([CH3:31])[NH2:32])[cH:25][cH:26][cH:27][cH:28][cH:29]1>>[C:2]1(=[N:32][CH:30]([c:24]2[cH:25][cH:26][cH:27][cH:28][cH:29]2)[CH3:31])[CH2:3][CH2:4][C:5]2([c:6]3[cH:7][cH:8][cH:9][cH:10][c:11]31)[CH2:12][CH2:13][N:14]([C:17](=[O:18])[O:19][C:20]([CH3:21])([CH3:22])[CH3:23])[CH2:15][CH2:16]2. The reactants are C(C)N(CC)S(F)(F)F ((diethylamino)sulfur trifluoride), fifth, C(#N)C(=C(C)C1=CC2=CC=C(C=C2C=C1)N(C)CCOCCO)C#N (2-(1,1-dicyanopropen-2-yl)-6-{[2-(2-hydroxy-ethoxy)-ethyl]methylamino}naphthalene). Solvent: C(Cl)Cl (methylene chloride). The product is C(#N)C(=C(C)C1=CC2=CC=C(C=C2C=C1)N(C)CCOCCF)C#N (2-(1,1-dicyanopropen-2-yl)-6-{[2-(2-fluoro-ethoxy)-ethyl]methylamino}naphthalene), 6,2-(1,1-dicyanopropen-2-yl)-6-{[2-(2-fluoro-ethoxy)-ethyl]methylamino}naphthalene. Isolated yield 60.0%. RXN SMILES: [C:1]([C:3]([C:24]#[N:25])=[C:4]([C:6]1[CH:15]=[CH:14][C:13]2[C:8](=[CH:9][CH:10]=[C:11]([N:16]([CH2:18][CH2:19][O:20][CH2:21][CH2:22]O)[CH3:17])[CH:12]=2)[CH:7]=1)[CH3:5])#[N:2].C(N(S(F)(F)[F:32])CC)C>C(Cl)Cl>[C:1]([C:3]([C:24]#[N:25])=[C:4]([C:6]1[CH:15]=[CH:14][C:13]2[C:8](=[CH:9][CH:10]=[C:11]([N:16]([CH2:18][CH2:19][O:20][CH2:21][CH2:22][F:32])[CH3:17])[CH:12]=2)[CH:7]=1)[CH3:5])#[N:2]. Reported procedure: 0.20 g (0.6 mmol) of the fifth compound 5 is obtained to be dissolved in 10 mL of anhydrous methylene chloride. 0.16 mL (1.2 mmol) of (diethylamino)sulfur trifluoride (DAST) is added at 0° C. for reaction at a room temperature for 16 hrs. After the reaction is completed, extraction is processed with water and dichloromethane. An organic phase is collected with water removed by sodium sulfate and is concentrated under reduced pressure to be separated and purified by liquid chromatography. Thus, t...